From a dataset of the Open Reaction Database (ORD), a public repository of structured organic reaction records. describe an organic reaction: reactants, conditions, products, and yield Reaction conditions: time 1 hour. Product: N1N=CC2=CC=CC=C12 (indazole). Solvent: CN(C=O)C (dimethylformamide). Starting materials: 6, N(=[N+]=[N-])C1=CC(=C(C=C1C=O)OC)OC (6-Azidoveratraldehyde), NC1=CC=CC=C1 (aniline), C(C)(=O)O (acetic acid). Reaction SMILES: [N:1]([C:4]1[C:9]([CH:10]=O)=[CH:8][C:7](OC)=[C:6](OC)[CH:5]=1)=[N+:2]=[N-].NC1C=CC=CC=1.C(O)(=O)C>CN(C)C=O>[NH:1]1[C:4]2[C:9](=[CH:8][CH:7]=[CH:6][CH:5]=2)[CH:10]=[N:2]1. Reported procedure: A solution containing 51.8 g (0.25 mole) 6 azidoveratraldehyde (Example XII), 26.0 g (0.28 mole) aniline, 4 ml glacial acetic acid, and 300 ml dimethylformamide was stirred at 90°-100° for 1 hr, then refluxed for 1 hr until the gaseous evolution was complete. After the mixture was cooled and poured slowly in 1.5 l. iced water, the product was filtered, washed with two 150 ml portions cold water, and air dried to give 50 g of crude indazole, m.p. 130°-138°. Recrystallization from ethyl acetate - ... Starting materials: O (water), C(C)(C)(C)C1=CC=C(C=C1)S(=O)(=O)NC1=NC(=NC(=C1OC1=C(C=CC=C1)OC)Cl)Cl (4-t-butyl-N-[2,6-dichloro-5-(2-methoxyphenoxy)-4-pyrimidinyl]benzenesulfonamide), N1CCOCC1 (Morpholine), resultant mixture, Cl (hydrochloric acid). The solvent is CS(=O)C (dimethyl sulfoxide). The product is C(C)(C)(C)C1=CC=C(C=C1)S(=O)(=O)NC1=NC(=NC(=C1OC1=C(C=CC=C1)OC)Cl)N1CCOCC1 (4-t-butyl-N-[6-chloro-5-(2-methoxyphenoxy)-2-morpholino-4-pyrimidinyl]benzenesulfonamide). Isolated yield 45.0%. Reaction SMILES: [C:1]([C:5]1[CH:10]=[CH:9][C:8]([S:11]([NH:14][C:15]2[C:20]([O:21][C:22]3[CH:27]=[CH:26][CH:25]=[CH:24][C:23]=3[O:28][CH3:29])=[C:19]([Cl:30])[N:18]=[C:17](Cl)[N:16]=2)(=[O:13])=[O:12])=[CH:7][CH:6]=1)([CH3:4])([CH3:3])[CH3:2].[NH:32]1[CH2:37][CH2:36][O:35][CH2:34][CH2:33]1.O.Cl>CS(C)=O>[C:1]([C:5]1[CH:6]=[CH:7][C:8]([S:11]([NH:14][C:15]2[C:20]([O:21][C:22]3[CH:27]=[CH:26][CH:25]=[CH:24][C:23]=3[O:28][CH3:29])=[C:19]([Cl:30])[N:18]=[C:17]([N:32]3[CH2:37][CH2:36][O:35][CH2:34][CH2:33]3)[N:16]=2)(=[O:13])=[O:12])=[CH:9][CH:10]=1)([CH3:2])([CH3:4])[CH3:3]. Reported procedure: 4-t-Butyl-N-[2,6-dichloro-5-(2-methoxyphenoxy)-4-pyrimidinyl]benzenesulfonamide (5) (482 mg; 1.0 mmol) was dissolved in dimethyl sulfoxide (5 ml). Morpholine (175 mg; 2.0 mmol) was added to the solution, and the resultant mixture was stirred overnight at 100° C. After being cooled, the reaction mixture was poured into water, made acidic with hydrochloric acid, and extracted with ethyl acetate, being washed with water, dried over anhydrous sodium sulfate, and evaporated. The residue was purified ... Reactants: [OH-].[Na+] (NaOH), [OH-].[Na+] (NaOH), COC(C(COC1=C(C2=CC=C(C=C2C=C1)CN(C)C(=O)C=1OC2=C(C1CCCC)C=CC=C2)Br)CC2=CC=CC=C2)=O (2-benzyl-3-(1-bromo-6-{[(3-butyl-benzofuran-2-carbonyl)-methyl-amino]-methyl}-naphthalen-2-yloxy)-propionic acid methyl ester), Cl (HCl), O (water). Run in CO (methanol). Run at time 8 hour. Yields the product C(C1=CC=CC=C1)C(C(=O)O)COC1=C(C2=CC=C(C=C2C=C1)CN(C)C(=O)C=1OC2=C(C1CCCC)C=CC=C2)Br (2-Benzyl-3-(1-bromo-6-{[(3-butyl-benzofuran-2-carbonyl)-methyl-amino]-methyl}-naphthalen-2-yloxy)-propionic acid). Isolated yield 41.5%. Reaction SMILES: [OH-].[Na+].C[O:4][C:5](=[O:45])[CH:6]([CH2:38][C:39]1[CH:44]=[CH:43][CH:42]=[CH:41][CH:40]=1)[CH2:7][O:8][C:9]1[CH:18]=[CH:17][C:16]2[C:11](=[CH:12][CH:13]=[C:14]([CH2:19][N:20]([C:22]([C:24]3[O:25][C:26]4[CH:36]=[CH:35][CH:34]=[CH:33][C:27]=4[C:28]=3[CH2:29][CH2:30][CH2:31][CH3:32])=[O:23])[CH3:21])[CH:15]=2)[C:10]=1[Br:37].O.Cl>CO>[CH2:38]([CH:6]([CH2:7][O:8][C:9]1[CH:18]=[CH:17][C:16]2[C:11](=[CH:12][CH:13]=[C:14]([CH2:19][N:20]([C:22]([C:24]3[O:25][C:26]4[CH:36]=[CH:35][CH:34]=[CH:33][C:27]=4[C:28]=3[CH2:29][CH2:30][CH2:31][CH3:32])=[O:23])[CH3:21])[CH:15]=2)[C:10]=1[Br:37])[C:5]([OH:45])=[O:4])[C:39]1[CH:44]=[CH:43][CH:42]=[CH:41][CH:40]=1 |f:0.1|. Procedure: A mixture of 1 N NaOH (2.5 mL, 2.5 mmol) and 2-benzyl-3-(1-bromo-6-{[(3-butyl-benzofuran-2-carbonyl)-methyl-amino]-methyl}-naphthalen-2-yloxy)-propionic acid methyl ester (769 mg, 1.22 mmol), prepared in the previous step, in 30 mL of methanol plus 2 mL of water was stirred under nitrogen at room temperature for 6 h. By TLC starting material remained. An additional 2.5 mL (2.5 mmol) of 1 N NaOH was added and the stirring continued at room temperature overnight. 1 N HCl (5.1 mL, 5.1 mmol) was add... Starting materials: aqueous solution, [OH-].[Na+] (sodium hydroxide), N1=CC=CC2=CC(=CC=C12)OCCOC1=CC=C(CC(C(=O)OC)C(=O)OC)C=C1 (dimethyl 4-[2-(6-quinolinoxy)ethoxy]benzylmalonate). The solvent is CO (methanol), O1CCCC1 (tetrahydrofuran). Reaction conditions: time 2 hour. Product: COC(=O)C(C(=O)O)CC1=CC=C(C=C1)OCCOC=1C=C2C=CC=NC2=CC1 (2-(methoxycarbonyl)-3-[4-[2-(6-quinolinoxy)ethoxy]phenyl]propionic acid). Yield: 54.4%. Reaction SMILES: [N:1]1[C:10]2[C:5](=[CH:6][C:7]([O:11][CH2:12][CH2:13][O:14][C:15]3[CH:30]=[CH:29][C:18]([CH2:19][CH:20]([C:25]([O:27]C)=[O:26])[C:21]([O:23][CH3:24])=[O:22])=[CH:17][CH:16]=3)=[CH:8][CH:9]=2)[CH:4]=[CH:3][CH:2]=1.[OH-].[Na+]>CO.O1CCCC1>[CH3:24][O:23][C:21]([CH:20]([CH2:19][C:18]1[CH:17]=[CH:16][C:15]([O:14][CH2:13][CH2:12][O:11][C:7]2[CH:6]=[C:5]3[C:10](=[CH:9][CH:8]=2)[N:1]=[CH:2][CH:3]=[CH:4]3)=[CH:30][CH:29]=1)[C:25]([OH:27])=[O:26])=[O:22] |f:1.2|. Reported procedure: To a solution of dimethyl 4-[2-(6-quinolinoxy)ethoxy]benzylmalonate (0.44 g, 1.07 mmol) in a mixture of methanol (4.3 ml) and tetrahydrofuran (2.1 ml) at 0° C. is added a 2 mol/L aqueous solution of sodium hydroxide (0.59 ml, 1.18 mmol). The mixture is stirred for 2 h at room temperature, and then the solvent is removed under a vacuum. The residue was dissolved in saturated aqueous sodium bicarbonate (10 ml) and washed with ethyl acetate (10 ml). The aqueous solution is acidified to pH 2–3 with ... Product: CNC(=O)Nc1ccc(C2=NNC(=O)CC2C)cn1. RXN SMILES: [CH3:16][N:17]=[C:18]=[O:19].[CH3:1][CH:2]1[CH2:3][C:4](=[O:15])[NH:5][N:6]=[C:7]1[c:8]1[cH:9][cH:10][c:11]([NH2:14])[n:12][cH:13]1.[CH3:20][S:21](=[O:22])[CH3:23]>>[CH3:1][CH:2]1[CH2:3][C:4](=[O:15])[NH:5][N:6]=[C:7]1[c:8]1[cH:9][cH:10][c:11]([NH:14][C:18]([NH:17][CH3:16])=[O:19])[n:12][cH:13]1. Starting materials: CN=C=O, CC1CC(=O)NN=C1c1ccc(N)nc1, CS(C)=O. The reactants are CC(C(=O)NC1=CC(=CC=C1)C1CCN(CC1)CCCCC(=O)C1=CC=C(C=C1)[N+](=O)[O-])C (2-methyl-N-(3-{1-[5-(4-nitrophenyl)-5-oxopentyl]-4-piperidinyl}phenyl)propanamide), C1(=CC=CC=C1)NN (phenylhydrazine). The product is CC(C(=O)NC1=CC(=CC=C1)C1CCN(CC1)CCCC\C(=N/NC1=CC=CC=C1)\C1=CC=C(C=C1)[N+](=O)[O-])C (2-METHYL-N-(3-{1-[(5E)-5-(4-NITROPHENYL)-5-(PHENYLHYDRAZONO)PENTYL]-4-PIPERIDINYL}PHENYL)PROPANAMIDE). RXN SMILES: [CH3:1][CH:2]([CH3:33])[C:3]([NH:5][C:6]1[CH:11]=[CH:10][CH:9]=[C:8]([CH:12]2[CH2:17][CH2:16][N:15]([CH2:18][CH2:19][CH2:20][CH2:21][C:22]([C:24]3[CH:29]=[CH:28][C:27]([N+:30]([O-:32])=[O:31])=[CH:26][CH:25]=3)=O)[CH2:14][CH2:13]2)[CH:7]=1)=[O:4].[C:34]1([NH:40][NH2:41])[CH:39]=[CH:38][CH:37]=[CH:36][CH:35]=1>>[CH3:1][CH:2]([CH3:33])[C:3]([NH:5][C:6]1[CH:11]=[CH:10][CH:9]=[C:8]([CH:12]2[CH2:17][CH2:16][N:15]([CH2:18][CH2:19][CH2:20][CH2:21]/[C:22](/[C:24]3[CH:29]=[CH:28][C:27]([N+:30]([O-:32])=[O:31])=[CH:26][CH:25]=3)=[N:41]\[NH:40][C:34]3[CH:39]=[CH:38][CH:37]=[CH:36][CH:35]=3)[CH2:14][CH2:13]2)[CH:7]=1)=[O:4]. Procedure details: Prepared by Procedure E and Scheme AX using 2-methyl-N-(3-{1-[5-(4-nitrophenyl)-5-oxopentyl]-4-piperidinyl}phenyl)propanamide and phenylhydrazine: ESMS m/e: 542.4 (M+H)+.